From a dataset of the Open Reaction Database (ORD), a public repository of structured organic reaction records. describe an organic reaction: reactants, conditions, products, and yield The reactants are Cc1cc(N2CCC(CN3CCCC3C)C2)ccc1N, Cc1ccc2oc(C(=O)O)cc(=O)c2c1. Product: Cc1ccc2oc(C(=O)Nc3ccc(N4CCC(CN5CCCC5C)C4)cc3C)cc(=O)c2c1. As a reaction SMILES: [CH3:1][c:2]1[c:3]([NH2:20])[cH:4][cH:5][c:6]([N:8]2[CH2:9][CH:10]([CH2:13][N:14]3[CH:15]([CH3:19])[CH2:16][CH2:17][CH2:18]3)[CH2:11][CH2:12]2)[cH:7]1.[CH3:21][c:22]1[cH:23][c:24]2[c:25](=[O:35])[cH:26][c:27]([C:32](=[O:33])[OH:34])[o:28][c:29]2[cH:30][cH:31]1>>[CH3:1][c:2]1[c:3]([NH:20][C:32]([c:27]2[cH:26][c:25](=[O:35])[c:24]3[cH:23][c:22]([CH3:21])[cH:31][cH:30][c:29]3[o:28]2)=[O:33])[cH:4][cH:5][c:6]([N:8]2[CH2:9][CH:10]([CH2:13][N:14]3[CH:15]([CH3:19])[CH2:16][CH2:17][CH2:18]3)[CH2:11][CH2:12]2)[cH:7]1. Reactants: Grignard reagent, C(C1=CC=CC=C1)OCOC[C@H](COS(=O)(=O)C1=CC=C(C=C1)C)C ((R)-Toluene-4-sulfonic acid 3-benzyloxymethoxy-2-methyl-propyl ester), 4-Chloro-2-methyl-2-butane, Li2CuCl4, [Li+].[Cl-] (LiCl), CuCl2, [Mg] (magnesium). Solvent: C1CCOC1 (THF), C1CCOC1 (THF). Run at time 1 hour. Yields the product C(C1=CC=CC=C1)OCOC[C@H](CCC=C(C)C)C ((S)-1-Benzyloxymethoxy-2,6-d imethyl-hept-5-ene). Isolated yield 156.6%. Reaction SMILES: [Mg].[CH2:2]([O:9][CH2:10][O:11][CH2:12][C@@H:13]([CH3:26])[CH2:14]OS(C1C=CC(C)=CC=1)(=O)=O)[C:3]1[CH:8]=[CH:7][CH:6]=[CH:5][CH:4]=1.[Li+].[Cl-]>C1COCC1>[CH2:2]([O:9][CH2:10][O:11][CH2:12][C@@H:13]([CH3:26])[CH2:14][CH2:5][CH:4]=[C:3]([CH3:8])[CH3:2])[C:3]1[CH:4]=[CH:5][CH:6]=[CH:7][CH:8]=1 |f:2.3|. Procedure details: 4-Chloro-2-methyl-2-butane (15.5 mL, 14.4 g, 137.5 mmol) was added dropwise to stirred magnesium turnings (6.75 g, 225 mmol) in anhydrous THF (465 mL) under argon at 0° C. The stirring was continued 0° C. for 1 hour. The cooling bath was removed, and the mixture was stirred at room temperature for an additional 1.5 hours. The mixture was then cooled to −78° C. and the formed Grignard reagent was added via cannula to a solution of tosylate 4 (10 g, 27.5 mmol) in anhydrous THF (70 mL). Li2CuCl4 (1...